The task is: describe an organic reaction: reactants, conditions, products, and yield. This data is from the Open Reaction Database (ORD), a public repository of structured organic reaction records. Isolated yield 702.3%. The reactants are FC1=CC=C(C=C1)[N+](=O)[O-] (4-fluoronitrobenzene), ClC1=CC=C(C=C1)O (4-chlorophenol), C([O-])([O-])=O.[K+].[K+] (potassium carbonate). Reaction SMILES: F[C:2]1[CH:7]=[CH:6][C:5]([N+:8]([O-:10])=[O:9])=[CH:4][CH:3]=1.[Cl:11][C:12]1[CH:17]=[CH:16][C:15]([OH:18])=[CH:14][CH:13]=1.C(=O)([O-])[O-].[K+].[K+]>CS(C)=O>[Cl:11][C:12]1[CH:17]=[CH:16][C:15]([O:18][C:2]2[CH:7]=[CH:6][C:5]([N+:8]([O-:10])=[O:9])=[CH:4][CH:3]=2)=[CH:14][CH:13]=1 |f:2.3.4|. Reaction conditions: temperature 70 celsius. The solvent is CS(=O)C (dimethylsulfoxide). Procedure details: Under a dry nitrogen atmosphere a stirred mixture of 10.9 g (0.077 mole) 4-fluoronitrobenzene, 9.95 g (0.0077 mole) 4-chlorophenol, and 11.8 g (0.085 mole) potassium carbonate in 175 mL of dimethylsulfoxide was heated at 70° C. for two days. The reaction mixture was cooled and filtered. The filtrate was diluted with water until a volume of one liter was obtained. This mixture was extracted with three 200 mL portions of diethyl ether. The combined ether extract was washed with water followed by a... Product: ClC1=CC=C(OC2=CC=C(C=C2)[N+](=O)[O-])C=C1 (4-(4-chlorophenoxy)nitrobenzene). The reactants are [OH-].[Na+] (NaOH), BrCCCCCCCCCCCCCCCC(=O)O (16-bromohexadecanoic acid), Cl (HCl), atmosphere, [Na] (sodium), S1C(=CC=C1)CC(=O)O (thiolacetic acid), ice water. The solvent is CO (methanol). Run at time 10 minute. Yields the product SCCCCCCCCCCCCCCCC(=O)O (16-Mercaptohexadecanoic acid). The yield is 97.2%. RXN SMILES: [Na].[S:2]1C=CC=C1CC(O)=O.Br[CH2:12][CH2:13][CH2:14][CH2:15][CH2:16][CH2:17][CH2:18][CH2:19][CH2:20][CH2:21][CH2:22][CH2:23][CH2:24][CH2:25][CH2:26][C:27]([OH:29])=[O:28].[OH-].[Na+].Cl>CO>[SH:2][CH2:12][CH2:13][CH2:14][CH2:15][CH2:16][CH2:17][CH2:18][CH2:19][CH2:20][CH2:21][CH2:22][CH2:23][CH2:24][CH2:25][CH2:26][C:27]([OH:29])=[O:28] |f:3.4,^1:0|. Procedure: Under inert atmosphere 2.0 gr of sodium metal suspension (40% in mineral oil) were slowly added to 100 ml of dry methanol at 0° C. At the end of the addition reaction mixture was stirred for 10 min at RT and 1.75 ml (21.58 mmole) of thiolacetic acid were added. After additional 10 min of stirring, 30 ml degassed methanolic solution of 6.1 gr (18.19 mmole) of 16-bromohexadecanoic acid were added. The resulted mixture was refluxed for 15 hrs, after which, allowed to cool to RT and 50 ml of degasse... The reactants are CO, CCOC(C)=O, Cl, O, O=C(O)C(O)Cc1ccc(O)cc1. Yields the product COC(=O)C(O)Cc1ccc(O)cc1. Reaction SMILES: [CH3:16][OH:17].[CH3:18][CH2:19][O:20][C:21](=[O:22])[CH3:23].[ClH:1].[OH2:2].[OH:3][CH:4]([C:5](=[O:6])[OH:7])[CH2:8][c:9]1[cH:10][cH:11][c:12]([OH:15])[cH:13][cH:14]1>>[OH:3][CH:4]([C:5]([O:6][CH3:16])=[O:7])[CH2:8][c:9]1[cH:10][cH:11][c:12]([OH:15])[cH:13][cH:14]1. RXN SMILES: [CH3:1][O:2][C:3](=[O:4])[c:5]1[cH:6][c:7]2[c:12]([cH:13][cH:14]1)[NH:11][CH:10]([c:15]1[cH:16][c:17]([C:18](=[O:19])[OH:20])[cH:21][cH:22][cH:23]1)[C:9]([CH3:24])([CH3:25])[CH2:8]2.[CH3:37][N:38]([CH3:39])[CH2:40][CH2:41][CH2:42][N:43]=[C:44]=[N:45][CH2:46][CH3:47].[CH3:48][N:49]1[CH2:50][CH2:51][O:52][CH2:53][CH2:54]1.[Cl:67][CH2:68][Cl:69].[ClH:36].[NH2:55][CH:56]1[CH2:57][N:58]([C:60](=[O:61])[O:62][C:63]([CH3:64])([CH3:65])[CH3:66])[CH2:59]1.[OH:26][n:27]1[c:28]2[cH:29][cH:30][cH:31][cH:32][c:33]2[n:34][n:35]1>>[CH3:1][O:2][C:3](=[O:4])[c:5]1[cH:6][c:7]2[c:12]([cH:13][cH:14]1)[NH:11][CH:10]([c:15]1[cH:16][c:17]([C:18](=[O:19])[NH:55][CH:56]3[CH2:57][N:58]([C:60](=[O:61])[O:62][C:63]([CH3:64])([CH3:65])[CH3:66])[CH2:59]3)[cH:21][cH:22][cH:23]1)[C:9]([CH3:24])([CH3:25])[CH2:8]2. Yields the product COC(=O)c1ccc2c(c1)CC(C)(C)C(c1cccc(C(=O)NC3CN(C(=O)OC(C)(C)C)C3)c1)N2. The reactants are COC(=O)c1ccc2c(c1)CC(C)(C)C(c1cccc(C(=O)O)c1)N2, CCN=C=NCCCN(C)C, CN1CCOCC1, ClCCl, Cl, CC(C)(C)OC(=O)N1CC(N)C1, On1nnc2ccccc21. Starting materials: N1([C@H]2[C@@H](CC1)CNC2)C(=O)OC(C)(C)C (tert-butyl (3aS,6aS)-hexahydropyrrolo[3,4-b]pyrrole-1(2H)-carboxylate), BrC=1C=C(C(=NC1)Cl)C (5-bromo-2-chloro-3-methyl pyridine). Yields the product ClC1=C(C=C(C=N1)N1C[C@H]2N(CC[C@H]2C1)C(=O)OC(C)(C)C)C (tert-butyl (3aS,6aS)-5-(6-chloro-5-methyl-3-pyridinyl)hexahydropyrrolo[3,4-b]pyrrole-1(2H)-carboxylate). Isolated yield 41.0%. As a reaction SMILES: [N:1]1([C:9]([O:11][C:12]([CH3:15])([CH3:14])[CH3:13])=[O:10])[CH2:5][CH2:4][C@H:3]2[CH2:6][NH:7][CH2:8][C@@H:2]12.Br[C:17]1[CH:18]=[C:19]([CH3:24])[C:20]([Cl:23])=[N:21][CH:22]=1>>[Cl:23][C:20]1[N:21]=[CH:22][C:17]([N:7]2[CH2:6][C@H:3]3[C@H:2]([N:1]([C:9]([O:11][C:12]([CH3:15])([CH3:14])[CH3:13])=[O:10])[CH2:5][CH2:4]3)[CH2:8]2)=[CH:18][C:19]=1[CH3:24]. Procedure details: The product from Example 15E and 5-bromo-2-chloro-3-methyl pyridine were processed as described in Example 1E to provide the title compound (41% yield). MS (DCI/NH3) m/z 338/340 (M+H)+. Reactants: Nc1cccc(Cl)c1, O=S(=O)(Cl)C=Cc1ccc(Cl)cc1. Product: O=S(=O)(C=Cc1ccc(Cl)cc1)Nc1cccc(Cl)c1. Reaction SMILES: [Cl:14][c:15]1[cH:16][c:17]([NH2:18])[cH:19][cH:20][cH:21]1.[Cl:1][c:2]1[cH:3][cH:4][c:5]([CH:6]=[CH:7][S:8](=[O:9])(=[O:10])[Cl:11])[cH:12][cH:13]1>>[Cl:1][c:2]1[cH:3][cH:4][c:5]([CH:6]=[CH:7][S:8](=[O:9])(=[O:10])[NH:18][c:17]2[cH:16][c:15]([Cl:14])[cH:21][cH:20][cH:19]2)[cH:12][cH:13]1. Starting materials: C(=O)(O)[O-].[Na+] (NaHCO3), CuCl2.2H2O, C(CN(CC(=O)O)CC(=O)[O-])N(CC(=O)O)CC(=O)[O-].[Na+].[Na+] (disodium EDTA dihydrate), CO[Na] (CH3ONa), CO (CH3OH), BrC1=CC=C2C=CC(=NC2=C1O)C (7-bromo-2-methyl-8-hydroxyquinoline). Solvent: C(C)(=O)O (acetic acid), O (water), CN(C)C=O (DMF). Run at time 10 minute. Yields the product CC1=NC2=C(C(=CC=C2C=C1)OC)O (2-methyl-7-(methyloxy)-8-quinolinol). Isolated yield 60.0%. RXN SMILES: [CH3:1][O:2][Na].CO.Br[C:7]1[C:16]([OH:17])=[C:15]2[C:10]([CH:11]=[CH:12][C:13]([CH3:18])=[N:14]2)=[CH:9][CH:8]=1.C(N(CC([O-])=O)CC(O)=O)CN(CC([O-])=O)CC(O)=O.[Na+].[Na+].C([O-])(O)=O.[Na+]>CN(C=O)C.C(O)(=O)C.O>[CH3:18][C:13]1[CH:12]=[CH:11][C:10]2[C:15](=[C:16]([OH:17])[C:7]([O:2][CH3:1])=[CH:8][CH:9]=2)[N:14]=1 |f:3.4.5,6.7|. Procedure: The protocol was established using works by: D. Planchenault et al. Tetrahedron 1995, 51, 5823-5830. A solution of CH3ONa (30% by weight) in CH3OH (8.04 ml; 42.2 mmol) is added to a solution of 7-bromo-2-methyl-8-hydroxyquinoline (1.00 g; 4.22 mmol) in DMF (60 ml). The mixture is stirred for 10 minutes under argon. CuCl2.2H2O (0.22 g; 1.27 mmol) is added and the reaction mixture is heated under reflux for 30 hours. After cooling, water (50 ml) and disodium EDTA dihydrate (10 g; 27 mmol) are adde... Reported procedure: To a slurry of washed NaH (0.05 g, 1.32 mmol) in DMF (5 mL) was added a slurry of 6-(Dipropylamino)-3,5,6,7-tetrahydrocyclopent[f]isoindol-1(2H)-one (94, 0.30 g, 1.10 mmol) in DMF (10 mL). The slurry was heated to 84° C. and after 40 min, was treated with a solution of alpha-bromo-p-tolunitrile (0.43 g, 2.20 mmol) in DMF (10 mL). After 24 h, the reaction was quenched with H2O and extracted with CH2Cl2. The organic layers were washed with brine, dried (MgSO4), and concentrated on hi-vac. The resi... Product: C(CC)N(C1CC=2C(=CC=3C(N(CC3C2)CC2=CC=C(C#N)C=C2)=O)C1)CCC (4-[[6-(Dipropylamino)-3,5,6,7-tetrahydro-1-oxocyclopent[f]isoindol-2 (1H)-yl]methyl]benzonitrile). The reactants are BrCC1=CC=C(C=C1)C#N (alpha-bromo-p-tolunitrile), [H-].[Na+] (NaH), C(CC)N(C1CC=2C(=CC=3C(NCC3C2)=O)C1)CCC (6-(Dipropylamino)-3,5,6,7-tetrahydrocyclopent[f]isoindol-1(2H)-one), Cl (HCl). Conditions: temperature 84 celsius, time 24 hour. Solvent: CN(C)C=O (DMF), CN(C)C=O (DMF), CN(C)C=O (DMF). As a reaction SMILES: [H-].[Na+].[CH2:3]([N:6]([CH2:20][CH2:21][CH3:22])[CH:7]1[CH2:19][C:10]2=[CH:11][C:12]3[C:13](=[O:18])[NH:14][CH2:15][C:16]=3[CH:17]=[C:9]2[CH2:8]1)[CH2:4][CH3:5].Br[CH2:24][C:25]1[CH:30]=[CH:29][C:28]([C:31]#[N:32])=[CH:27][CH:26]=1.Cl>CN(C=O)C>[CH2:20]([N:6]([CH2:3][CH2:4][CH3:5])[CH:7]1[CH2:19][C:10]2=[CH:11][C:12]3[C:13](=[O:18])[N:14]([CH2:24][C:25]4[CH:30]=[CH:29][C:28]([C:31]#[N:32])=[CH:27][CH:26]=4)[CH2:15][C:16]=3[CH:17]=[C:9]2[CH2:8]1)[CH2:21][CH3:22] |f:0.1|. Reactants: N1[C@@H](CCC1=O)C(=O)N1[C@H](CO)CCC1 (L-pyroglutamyl-L-prolinol), O1CCCC=C1 (dihydropyran). Reagents/catalysts: C=1(C(=CC=CC1)S(=O)(=O)O)C.N1=CC=CC=C1 (pyridine toluenesulfonate). Run in C(C)#N (acetonitrile). Conditions: time 2 day. Product: N1[C@@H](CCC1=O)C(=O)N1[C@H](COC2OCCCC2)CCC1 (N-pyroglutamyl-O-tetrahydropyranyl-L-prolinol). Yield: 109.9%. As a reaction SMILES: [NH:1]1[C:5](=[O:6])[CH2:4][CH2:3][C@H:2]1[C:7]([N:9]1[CH2:15][CH2:14][CH2:13][C@H:10]1[CH2:11][OH:12])=[O:8].[O:16]1[CH:21]=[CH:20][CH2:19][CH2:18][CH2:17]1>C(#N)C.C1(C)C(S(O)(=O)=O)=CC=CC=1.N1C=CC=CC=1>[NH:1]1[C:5](=[O:6])[CH2:4][CH2:3][C@H:2]1[C:7]([N:9]1[CH2:15][CH2:14][CH2:13][C@H:10]1[CH2:11][O:12][CH:17]1[CH2:18][CH2:19][CH2:20][CH2:21][O:16]1)=[O:8] |f:3.4|. Reported procedure: The thus obtained L-pyroglutamyl-L-prolinol (110 g, 0.519 mol) and dihydropyran (220 g, 2.62 mol) are dissolved in acetonitrile (2.75 l), and pyridine toluenesulfonate (11 g) is added under water-cooling. The mixture is stirred at room temperature for two days, and the reaction liquid is concentrated under reduced pressure, dissolved again in methylene chloride (1.5 l) and washed successively with 5% potassium carbonate (1 l) and water (1 l). The methylene chloride layer is dried over anhydrous ...